This data is from the Open Reaction Database (ORD), a public repository of structured organic reaction records. The task is: describe an organic reaction: reactants, conditions, products, and yield The reactants are CC(C)C(NC(=O)OC(C)(C)C)C(=O)O, ClCCl, CN1CCCCC1, Cc1csc(OCC(C)N)c1, CC(C)COC(=O)Cl, O. Product: Cc1csc(OCC(C)NC(=O)C(NC(=O)OC(C)(C)C)C(C)C)c1. Reaction SMILES: [C:8]([CH3:9])([CH3:10])([CH3:11])[O:12][C:13](=[O:14])[NH:15][CH:16]([CH:17]([CH3:18])[CH3:19])[C:20](=[O:21])[OH:22].[CH2:42]([Cl:43])[Cl:44].[CH3:1][N:2]1[CH2:3][CH2:4][CH2:5][CH2:6][CH2:7]1.[CH3:31][CH:32]([CH2:33][O:34][c:35]1[s:36][cH:37][c:38]([CH3:40])[cH:39]1)[NH2:41].[Cl:23][C:24]([O:25][CH2:26][CH:27]([CH3:28])[CH3:29])=[O:30].[OH2:45]>>[C:8]([CH3:9])([CH3:10])([CH3:11])[O:12][C:13](=[O:14])[NH:15][CH:16]([CH:17]([CH3:18])[CH3:19])[C:20](=[O:22])[NH:41][CH:32]([CH3:31])[CH2:33][O:34][c:35]1[s:36][cH:37][c:38]([CH3:40])[cH:39]1. Starting materials: C(C)OC(=O)C=1C(=C2C(=C(N1)C#N)N(C=C2Br)C2=CC=CC=C2)OC(C)=O (4-acetoxy-3-bromo-7-cyano-1-phenyl-1H-pyrrolo[2,3-c]pyridine-5-carboxylic acid ethyl ester), NCC(=O)O (glycine), C[O-].[Na+].CO (NaOMe HOMe). Product: BrC1=CN(C2=C(N=C(C(=C21)O)C(=O)NCC(=O)O)C#N)C2=CC=CC=C2 ([(3-Bromo-7-cyano-4-hydroxy-1-phenyl-1H-pyrrolo[2,3-c]pyridine-5-carbonyl)-amino]-acetic acid). Reaction SMILES: C([O:3][C:4]([C:6]1[C:7]([O:24]C(=O)C)=[C:8]2[C:16]([Br:17])=[CH:15][N:14]([C:18]3[CH:23]=[CH:22][CH:21]=[CH:20][CH:19]=3)[C:9]2=[C:10]([C:12]#[N:13])[N:11]=1)=O)C.[NH2:28][CH2:29][C:30]([OH:32])=[O:31].C[O-].[Na+].CO>>[Br:17][C:16]1[C:8]2[C:9](=[C:10]([C:12]#[N:13])[N:11]=[C:6]([C:4]([NH:28][CH2:29][C:30]([OH:32])=[O:31])=[O:3])[C:7]=2[OH:24])[N:14]([C:18]2[CH:23]=[CH:22][CH:21]=[CH:20][CH:19]=2)[CH:15]=1 |f:2.3.4|. Reported procedure: Prepared in analogy to that of Example 1(e) from 4-acetoxy-3-bromo-7-cyano-1-phenyl-1H-pyrrolo[2,3-c]pyridine-5-carboxylic acid ethyl ester, glycine and NaOMe/HOMe. The title compound, ESI MS (m/z): 428 (M+H)+.